Dataset: the Open Reaction Database (ORD), a public repository of structured organic reaction records. Task: describe an organic reaction: reactants, conditions, products, and yield Starting materials: CCOC(=O)N1CCC(N(C)Cc2ccnc(-c3cc(OC)c(OC)c(OC)c3)c2)CC1, CCO, [Na+], [OH-]. The product is COc1cc(-c2cc(CN(C)C3CCNCC3)ccn2)cc(OC)c1OC. As a reaction SMILES: [CH2:1]([O:2][C:3](=[O:4])[N:6]1[CH2:7][CH2:8][CH:9]([N:12]([CH2:13][c:14]2[cH:15][c:16](-[c:20]3[cH:21][c:22]([O:30][CH3:31])[c:23]([O:28][CH3:29])[c:24]([O:26][CH3:27])[cH:25]3)[n:17][cH:18][cH:19]2)[CH3:32])[CH2:10][CH2:11]1)[CH3:5].[CH3:35][CH2:36][OH:37].[Na+:34].[OH-:33]>>[NH:6]1[CH2:7][CH2:8][CH:9]([N:12]([CH2:13][c:14]2[cH:15][c:16](-[c:20]3[cH:21][c:22]([O:30][CH3:31])[c:23]([O:28][CH3:29])[c:24]([O:26][CH3:27])[cH:25]3)[n:17][cH:18][cH:19]2)[CH3:32])[CH2:10][CH2:11]1. Starting materials: O=C1OC[C@@H]1NC(OCC1=CC=CC=C1)=O ((S)-benzyl 2-oxooxetan-3-ylcarbamate), N1N=CC=C1 (pyrazole). The solvent is CC#N (CH3CN). Reaction conditions: temperature 50 celsius. The product is C(C1=CC=CC=C1)OC(=O)N[C@H](C(=O)O)CN1N=CC=C1 ((S)-2-(benzyloxycarbonylamino)-3-(1H-pyrazol-1-yl)propanoic acid). The yield is 37.7%. RXN SMILES: [O:1]=[C:2]1[C@@H:5]([NH:6][C:7](=[O:16])[O:8][CH2:9][C:10]2[CH:15]=[CH:14][CH:13]=[CH:12][CH:11]=2)[CH2:4][O:3]1.[NH:17]1[CH:21]=[CH:20][CH:19]=[N:18]1>CC#N>[CH2:9]([O:8][C:7]([NH:6][C@@H:5]([CH2:4][N:17]1[CH:21]=[CH:20][CH:19]=[N:18]1)[C:2]([OH:3])=[O:1])=[O:16])[C:10]1[CH:15]=[CH:14][CH:13]=[CH:12][CH:11]=1. Reported procedure: A suspension of (S)-benzyl 2-oxooxetan-3-ylcarbamate (0.67 g, 3.03 mmol), and pyrazole (0.22 g, 3.29 mmol) in CH3CN (12 mL) was heated at 50° C. for 24 h. The mixture was cooled to rt overnight and the solid filtered to afford (S)-2-(benzyloxycarbonylamino)-3-(1H-pyrazol-1-yl)propanoic acid (330.1 mg). The filtrate was concentrated in vacuo and then triturated with a small amount of CH3CN (ca. 4 mL) to afford a second crop (43.5 mg). Total yield 370.4 mg (44%). m.p. 165.5-168° C. lit m.p. 168.5-... Starting materials: ClC(CC(C(=O)C1=CC=CC=C1)O)F (γ-chloro-2-hydroxy-4-fluorobutyrophenone), O=C1NC2=C(N1C1CCNCC1)C=CC=C2 (4-(2-keto-1-benzimidazolinyl)piperidine), C(O)([O-])=O.[Na+] (sodium hydrogen carbonate), [I-].[K+] (potassium iodide), ice water. Solvent: C1(=CC=CC=C1)C (toluene). Yields the product O=C1NC2=C(N1C1CCN(CC1)C(CC(C(=O)C1=CC=CC=C1)O)F)C=CC=C2 (γ-[4-(2-keto-1-benzimidazolinyl)piperidin-1-yl]-2-hydroxy-4-fluorobutyrophenone). Reaction SMILES: Cl[CH:2]([F:14])[CH2:3][CH:4]([OH:13])[C:5]([C:7]1[CH:12]=[CH:11][CH:10]=[CH:9][CH:8]=1)=[O:6].[O:15]=[C:16]1[N:20]([CH:21]2[CH2:26][CH2:25][NH:24][CH2:23][CH2:22]2)[C:19]2[CH:27]=[CH:28][CH:29]=[CH:30][C:18]=2[NH:17]1.C(=O)([O-])O.[Na+].[I-].[K+]>C1(C)C=CC=CC=1>[O:15]=[C:16]1[N:20]([CH:21]2[CH2:22][CH2:23][N:24]([CH:2]([F:14])[CH2:3][CH:4]([OH:13])[C:5]([C:7]3[CH:12]=[CH:11][CH:10]=[CH:9][CH:8]=3)=[O:6])[CH2:25][CH2:26]2)[C:19]2[CH:27]=[CH:28][CH:29]=[CH:30][C:18]=2[NH:17]1 |f:2.3,4.5|. Reported procedure: A mixture of 10 g of γ-chloro-2-hydroxy-4-fluorobutyrophenone, 6.6 g of 4-(2-keto-1-benzimidazolinyl)piperidine, 2.6 g of sodium hydrogen carbonate, 0.05 g of potassium iodide and 300 ml of toluene was refluxed for 27 hours. The resulting mixture was poured into ice water and extracted with chloroform. The extract was washed with saturated aqueous sodium chloride, dried over anhydrous sodium sulfate and evaporated under reduced pressure. The residual viscous oil was chromatographed over silica g... Reactants: CN(C)CC1=CC(=NC=C1)CSCCN (2-(4-dimethylaminomethyl-2-pyridylmethylthio)ethylamine), CSC(SC)=NC#N (dimethylcyanodithioimidocarbonate). Solvent: C(C)O (ethanol), C(C)O (ethanol). Conditions: time 30 minute. Yields the product C(#N)NC(SC)=NCCSCC1=NC=CC(=C1)CN(C)C (N-cyano-S-methyl-N'-[2-(4-dimethylaminomethyl-2-pyridylmethylthio)ethyl]isothiourea). Yield: 67.6%. As a reaction SMILES: [CH3:1][N:2]([CH2:4][C:5]1[CH:10]=[CH:9][N:8]=[C:7]([CH2:11][S:12][CH2:13][CH2:14][NH2:15])[CH:6]=1)[CH3:3].[CH3:16][S:17][C:18](=[N:21][C:22]#[N:23])SC>C(O)C>[C:22]([NH:21][C:18](=[N:15][CH2:14][CH2:13][S:12][CH2:11][C:7]1[CH:6]=[C:5]([CH2:4][N:2]([CH3:1])[CH3:3])[CH:10]=[CH:9][N:8]=1)[S:17][CH3:16])#[N:23]. Procedure: A solution of 2-(4-dimethylaminomethyl-2-pyridylmethylthio)ethylamine (1 g) in ethanol (10 ml) was added over 10 minutes to a solution of dimethylcyanodithioimidocarbonate (0.71 g) in ethanol (15 ml). The solution was stirred for 30 minutes, evaporated to dryness and the residue purified by elution from a column of silica gel with 7.5% methanol/chloroform to yield N-cyano-S-methyl-N'-[2-(4-dimethylaminomethyl-2-pyridylmethylthio)ethyl]isothiourea (0.97 g) as a clear oil. Yields the product CCC(CC)CC1(C(=O)OC(C)C)CCCCC1. Reaction SMILES: [Br:32][CH2:33][CH:34]([CH2:35][CH3:36])[CH2:37][CH3:38].[CH2:40]1[O:41][CH2:42][CH2:43][CH2:44]1.[CH3:14][CH2:15][CH2:16][CH2:17][CH2:18][CH3:19].[CH:1]1([NH:2][CH:3]2[CH2:4][CH2:5][CH2:6][CH2:7][CH2:8]2)[CH2:9][CH2:10][CH2:11][CH2:12][CH2:13]1.[CH:20]([CH3:21])([CH3:22])[O:23][C:24](=[O:25])[CH:26]1[CH2:27][CH2:28][CH2:29][CH2:30][CH2:31]1.[ClH:39].[OH2:45]>>[CH:20]([CH3:21])([CH3:22])[O:23][C:24](=[O:25])[C:26]1([CH2:33][CH:34]([CH2:35][CH3:36])[CH2:37][CH3:38])[CH2:27][CH2:28][CH2:29][CH2:30][CH2:31]1. The reactants are CCC(CC)CBr, C1CCOC1, CCCCCC, C1CCC(NC2CCCCC2)CC1, CC(C)OC(=O)C1CCCCC1, Cl, O. Isolated yield 17.0%. Conditions: time 30 minute. Reaction SMILES: [S:1]1[CH:5]=[C:4]([CH:6]([NH:10][C:11]2[CH:16]=[CH:15][CH:14]=[C:13]([C:17]([O:19][CH2:20][CH3:21])=[O:18])[CH:12]=2)[C:7]([OH:9])=[O:8])[C:3]2[CH:22]=[CH:23][CH:24]=[CH:25][C:2]1=2.C1C=CC2N(O)N=NC=2C=1.C1CCC(N=C=NC2CCCCC2)CC1.[N:51]12[CH2:58][CH2:57][CH:54]([CH2:55][CH2:56]1)[C@@H:53](O)[CH2:52]2>C1COCC1>[S:1]1[CH:5]=[C:4]([CH:6]([NH:10][C:11]2[CH:12]=[C:13]([CH:14]=[CH:15][CH:16]=2)[C:17]([O:19][CH2:20][CH3:21])=[O:18])[C:7](=[O:9])[O:8][C@@H:53]2[CH:54]3[CH2:57][CH2:58][N:51]([CH2:56][CH2:55]3)[CH2:52]2)[C:3]2[CH:22]=[CH:23][CH:24]=[CH:25][C:2]1=2. The product is S1C2=C(C(=C1)C(C(O[C@H]1CN3CCC1CC3)=O)NC=3C=C(C(=O)OCC)C=CC3)C=CC=C2 (ethyl 3-(1-(benzo[b]thiophen-3-yl)-2-oxo-2-((R)-quinuclidin-3-yloxy)ethylamino)benzoate). Reactants: N12C[C@@H](C(CC1)CC2)O ((R)-quinuclidin-3-ol), S1C2=C(C(=C1)C(C(=O)O)NC1=CC(=CC=C1)C(=O)OCC)C=CC=C2 (2-(Benzo[b]thiophen-3-yl)-2-(3-(ethoxycarbonyl)phenylamino)acetic acid), C=1C=CC2=C(C1)N=NN2O (HOBT), C1CCC(CC1)N=C=NC2CCCCC2 (DCC). Procedure details: 2-(Benzo[b]thiophen-3-yl)-2-(3-(ethoxycarbonyl)phenylamino)acetic acid (I49) (998 mg, 2.81 mmol), HOBT (430 mg, 2.81 mmol), and DCC (1159 mg, 5.62 mmol) were dissolved in THF (28 ml). The mixture was stirred at r.t. for 30 minutes, and then (R)-quinuclidin-3-ol (714 mg, 5.62 mmol) was added. The resulting reaction mixture was stirred at r.t. overnight. The solvent was evaporated, and the crude product was partitioned between EtOAc and sat. Na2CO3. The organic phase was dried over sodium sulfate,... Run in C1CCOC1 (THF). Reactants: C(C)C1=CC=C(C=C1)B(O)O (4-ethylphenylboronic acid), [F-].[Cs+] (caesium fluoride), 2-dicyclohexylphosphine 2-(N,N-dimethylamino)biphenyl, ClC1=CC=C2C(=NN(C2=C1)COCC[Si](C)(C)C)NC(CCC)=O (N-[6-chloro-1-[[2-(trimethylsilyl)-ethoxy]methyl]-1H-indazol-3-yl]butanamide). The reagents and catalysts are C(C)(=O)[O-].[Pd+2].C(C)(=O)[O-] (palladium acetate). Run in O1CCOCC1 (dioxane), C(C)(=O)OCC (ethyl acetate), O (water). Product: C(C)C1=CC=C(C=C1)C1=CC=C2C(=NN(C2=C1)COCC[Si](C)(C)C)NC(CCC)=O (N-[6-(4-ethylphenyl)-1-[[2-(trimethylsilyl)ethoxy]methyl]-1H-indazol-3-yl]butanamide). RXN SMILES: [CH2:1]([C:3]1[CH:8]=[CH:7][C:6](B(O)O)=[CH:5][CH:4]=1)[CH3:2].[F-].[Cs+].Cl[C:15]1[CH:23]=[C:22]2[C:18]([C:19]([NH:32][C:33](=[O:37])[CH2:34][CH2:35][CH3:36])=[N:20][N:21]2[CH2:24][O:25][CH2:26][CH2:27][Si:28]([CH3:31])([CH3:30])[CH3:29])=[CH:17][CH:16]=1>O1CCOCC1.C(OCC)(=O)C.O.C([O-])(=O)C.[Pd+2].C([O-])(=O)C>[CH2:1]([C:3]1[CH:8]=[CH:7][C:6]([C:15]2[CH:23]=[C:22]3[C:18]([C:19]([NH:32][C:33](=[O:37])[CH2:34][CH2:35][CH3:36])=[N:20][N:21]3[CH2:24][O:25][CH2:26][CH2:27][Si:28]([CH3:31])([CH3:29])[CH3:30])=[CH:17][CH:16]=2)=[CH:5][CH:4]=1)[CH3:2] |f:1.2,7.8.9|. Reported procedure: 612 mg of 4-ethylphenylboronic acid, 1.24 g of caesium fluoride, 13.5 mg of palladium acetate and finally 31 mg of 2-dicyclohexylphosphine-2-(N,N-dimethylamino)biphenyl are added to 1 g of N-[6-chloro-1-[[2-(trimethylsilyl)-ethoxy]methyl]-1H-indazol-3-yl]butanamide, described in Example 25, in 30 cm3 of dioxane, and the mixture is then refluxed for 16 hours. The reaction medium is diluted with 50 cm3 of ethyl acetate and 50 cm3 of water, filtered through a sinter funnel packed with Celite and th...